From a dataset of the Open Reaction Database (ORD), a public repository of structured organic reaction records. describe an organic reaction: reactants, conditions, products, and yield Starting materials: [BH4-], COC(=O)c1ccccc1-c1nc(COc2ccc(C=O)cc2OC)c(C)o1, [Na+], C1CCOC1, O. Product: COC(=O)c1ccccc1-c1nc(COc2ccc(CO)cc2OC)c(C)o1. RXN SMILES: [BH4-:29].[CH:1](=[O:2])[c:3]1[cH:4][c:5]([O:27][CH3:28])[c:6]([O:7][CH2:8][c:9]2[n:10][c:11](-[c:15]3[c:16]([C:17](=[O:18])[O:19][CH3:20])[cH:21][cH:22][cH:23][cH:24]3)[o:12][c:13]2[CH3:14])[cH:25][cH:26]1.[Na+:30].[O:32]1[CH2:33][CH2:34][CH2:35][CH2:36]1.[OH2:31]>>[CH2:1]([OH:2])[c:3]1[cH:4][c:5]([O:27][CH3:28])[c:6]([O:7][CH2:8][c:9]2[n:10][c:11](-[c:15]3[c:16]([C:17](=[O:18])[O:19][CH3:20])[cH:21][cH:22][cH:23][cH:24]3)[o:12][c:13]2[CH3:14])[cH:25][cH:26]1. Starting materials: [OH-].C(C1=CC=CC=C1)[N+](C)(C)C (benzyltrimethylammonium hydroxide), C(#N)C=1C=C2C3C(C(OC2=CC1)(C)C)O3 (6-cyano-2,2-dimethyl-3,4-epoxychromane), OC=1N=NC(=CC1)O (3,6-dihydroxypyridazine), methanolic solution. The solvent is O1CCOCC1 (dioxane), CN(C=O)C (dimethylformamide). The product is C(#N)C=1C=C2[C@H]([C@@H](C(OC2=CC1)(C)C)O)N1N=C(C=CC1=O)O (trans-6-Cyano-4-(I,6-dihydro-3-hydroxy-6-oxopyridazin-1-yl)-2,2-dimethylchroman-3-ol). RXN SMILES: [C:1]([C:3]1[CH:4]=[C:5]2[C:10](=[CH:11][CH:12]=1)[O:9][C:8]([CH3:14])([CH3:13])[CH:7]1[O:15][CH:6]21)#[N:2].[OH:16][C:17]1[N:18]=[N:19][C:20]([OH:23])=[CH:21][CH:22]=1.[OH-].C([N+](C)(C)C)C1C=CC=CC=1>O1CCOCC1.CN(C)C=O>[C:1]([C:3]1[CH:4]=[C:5]2[C:10](=[CH:11][CH:12]=1)[O:9][C:8]([CH3:14])([CH3:13])[C@@H:7]([OH:15])[C@@H:6]2[N:18]1[C:17](=[O:16])[CH:22]=[CH:21][C:20]([OH:23])=[N:19]1)#[N:2] |f:2.3|. Procedure: A mixture containing I g of 6-cyano-2,2-dimethyl-3,4-epoxychromane, 1.1 g of 3,6-dihydroxypyridazine and 0.20 ml of a methanolic solution containing 357. of benzyltrimethylammonium hydroxide, in 5 ml of dioxane and 5 ml of dimethylformamide, is refluxed for 50 hours. It is concentrated under vacuum and the residue is then triturated in 15 ml of water. The precipitate formed is filtered off and washed with water and then isopropyl ether. The reactants are [OH-].[K+] (Potassium hydroxide), C(C)(=O)N([C@@H]1[C@]2(C)[C@@H](C[C@@H]1O)[C@@H]1CC[C@H]3C[C@H](CC[C@]3(C)[C@H]1CC2)O)C (17β-(N-acetyl-methylamino)-5α-androstane-3β,16β-diol). Solvent: C(C)O (ethanol). Product: CN[C@@H]1[C@]2(C)[C@@H](C[C@@H]1O)[C@@H]1CC[C@H]3C[C@H](CC[C@]3(C)[C@H]1CC2)O (17β-methylamino-5α-androstane-3β,16β-diol). Isolated yield 82.5%. RXN SMILES: [OH-].[K+].[C:3]([N:6](C)[C@H:7]1[C@@H:12]([OH:13])[CH2:11][C@H:10]2[C@H:14]3[C@H:24]([CH2:25][CH2:26][C@:8]12[CH3:9])[C@:22]1([CH3:23])[C@H:17]([CH2:18][C@@H:19]([OH:27])[CH2:20][CH2:21]1)[CH2:16][CH2:15]3)(=O)C>C(O)C>[CH3:3][NH:6][C@H:7]1[C@@H:12]([OH:13])[CH2:11][C@H:10]2[C@H:14]3[C@H:24]([CH2:25][CH2:26][C@:8]12[CH3:9])[C@:22]1([CH3:23])[C@H:17]([CH2:18][C@@H:19]([OH:27])[CH2:20][CH2:21]1)[CH2:16][CH2:15]3 |f:0.1|. Procedure: Potassium hydroxide (4.8 ml; 10 N) was added to a stirred suspension of 17β-(N-acetyl-methylamino)-5α-androstane-3β,16β-diol (4.8 g) in ethanol (96 ml) and the stirred mixture was heated under reflux for 2 h. A clear solution was obtained after 5 min., and a solid product precipitated after 30 min. The mixture was cooled, water was added, followed by brine and the product was filtered off and washed with water. Crystallisation from aqueous ethanol gave 17β-methylamino-5α-androstane-3β,16β-diol a... Starting materials: C(#N)C(=C(SC)SC)C#N (1,1-dicyano-2,2-bis-(methylmercapto)-ethylene), FC(C=1C=C(CNN)C=CC1)(F)F (3-trifluoromethyl-benzylhydrazine). Run in C(C)O (ethanol). Reaction conditions: temperature 20 celsius, time 15 hour. Product: FC(C=1C=C(CN2N=C(C(=C2N)C#N)SC)C=CC1)(F)F (1-(3-trifluoromethylbenzyl)-3-methylmercapto-4-cyano-5-amino-pyrazol). The yield is 79.5%. Reaction SMILES: [C:1]([C:3]([C:9]#[N:10])=[C:4]([S:7][CH3:8])SC)#[N:2].[F:11][C:12]([F:23])([F:22])[C:13]1[CH:14]=[C:15]([CH:19]=[CH:20][CH:21]=1)[CH2:16][NH:17][NH2:18]>C(O)C>[F:11][C:12]([F:22])([F:23])[C:13]1[CH:14]=[C:15]([CH:19]=[CH:20][CH:21]=1)[CH2:16][N:17]1[C:1]([NH2:2])=[C:3]([C:9]#[N:10])[C:4]([S:7][CH3:8])=[N:18]1. Reported procedure: 8.5 g of 1,1-dicyano-2,2-bis-(methylmercapto)-ethylene and 9.5 g of 3-trifluoromethyl-benzylhydrazine are mixed in 100 ml of ethanol. The mixture is stirred for 15 hours at 20° C. and the solvent is evaporated in a rotary evaporator. The residue is triturated in petroleum ether. 12.4 g (80% of theory) of 1-(3-trifluoromethylbenzyl)-3-methylmercapto-4-cyano-5-amino-pyrazol of melting point 142° C. are obtained. Reactants: [C-]#N.[Na+] (NaCN), C(C)(C)(C)[SiH2]OC(C=1CC(CCC1)CC=O)(C)C ([3-(tert-butyl-dimethyl-silanyloxymethyl)-cyclohex-3-enyl]-acetaldehyde), C(C)(C)(C)[SiH2]OC(C=1CC(CCC1)CC=O)(C)C ([3-(tert-butyl-dimethyl-silanyloxymethyl)-cyclohex-3-enyl]-acetaldehyde), S(=O)(=O)(C1=CC=C(C)C=C1)C[N+]#[C-] (tosylmethyl isocyanide). Run in C(C)O (ethanol), N (NH3). Run at temperature 100 celsius. Product: C(C)(C)(C)[SiH2]OC(C=1CC(CCC1)CC=1N=CNC1)(C)C (4-[3-(tert-butyl-dimethyl-silanyloxymethyl)-cyclohex-3-enylmethyl]-1H-imidazole). Isolated yield 746.1%. Reaction SMILES: [C:1]([SiH2:5][O:6][C:7]([CH3:18])([CH3:17])[C:8]1[CH2:9][CH:10]([CH2:14][CH:15]=O)[CH2:11][CH2:12][CH:13]=1)([CH3:4])([CH3:3])[CH3:2].S([CH2:29][N+:30]#[C-:31])(C1C=CC(C)=CC=1)(=O)=O.[C-]#[N:33].[Na+]>C(O)C.N>[C:1]([SiH2:5][O:6][C:7]([CH3:18])([CH3:17])[C:8]1[CH2:9][CH:10]([CH2:14][C:15]2[N:33]=[CH:29][NH:30][CH:31]=2)[CH2:11][CH2:12][CH:13]=1)([CH3:4])([CH3:3])[CH3:2] |f:2.3|. Reported procedure: The aldehyde (Intermediate A5) (10 g, 37.2 mmol) in anhydrous ethanol (70 mL) was treated with tosylmethyl isocyanide (7.2 g, 3.7 mmol) (available from Aldrich) followed by addition of a catalytic amount of NaCN (150 mg) at rt for 15 m. The mixture was reduced in volume to about 20 mL under reduced pressure. The residue was dissolved in NH3 (7M in MeOH) and placed into re-sealable tubes and heated to 100° C. for 18 h. The mixture was cooled and the solvent removed under vacuum. The residue was p... Reaction SMILES: [CH3:19][C:20](=[O:21])[CH3:22].[CH:11]12[CH2:12][NH:13][CH2:14][CH:15]([CH2:16][CH2:17]1)[O:18]2.[Cl:1][c:2]1[n:3][c:4]([Cl:5])[n:6][c:7]([Cl:8])[n:9]1.[ClH:10].[Na+:28].[O-:24][C:25]([OH:26])=[O:27].[OH2:23]>>[c:2]1([N:13]2[CH2:12][CH:11]3[CH2:17][CH2:16][CH:15]([CH2:14]2)[O:18]3)[n:3][c:4]([Cl:5])[n:6][c:7]([Cl:8])[n:9]1. Starting materials: CC(C)=O, C1CC2CNCC1O2, Clc1nc(Cl)nc(Cl)n1, Cl, [Na+], O=C([O-])O, O. Product: Clc1nc(Cl)nc(N2CC3CCC(C2)O3)n1. The reactants are O=C([O-])[O-], CN(C)CCCl, Cl, [Cs+], [Cs+], CN(C)C=O, COc1ccc(C=O)cc1O. Product: COc1ccc(C=O)cc1OCCN(C)C. Reaction SMILES: [C:12](=[O:13])([O-:14])[O-:15].[CH3:19][N:20]([CH3:21])[CH2:22][CH2:23][Cl:24].[ClH:18].[Cs+:16].[Cs+:17].[O:25]=[CH:26][N:27]([CH3:28])[CH3:29].[OH:1][c:2]1[cH:3][c:4]([CH:5]=[O:6])[cH:7][cH:8][c:9]1[O:10][CH3:11]>>[O:1]([c:2]1[cH:3][c:4]([CH:5]=[O:6])[cH:7][cH:8][c:9]1[O:10][CH3:11])[CH2:23][CH2:22][N:20]([CH3:19])[CH3:21]. Reactants: C(C1=CC=CC=C1)OC=1C=C(C(=O)N2C(=O)CCC3=CC(=CC=C23)N2CCN(CC2)C(C2=CC(=C(C=C2)OC)OC)=O)C=CC1 (1-(3-Benzyloxybenzoyl)-6-[4-(3,4-dimethoxybenzoyl)-1-piperazinyl]-3,4-dihydrocarbostyril). The reagents and catalysts are [Pd] (palladium on carbon). The solvent is C(C)O (ethanol), CN(C)C=O (DMF). The product is OC=1C=C(C(=O)N2C(=O)CCC3=CC(=CC=C23)N2CCN(CC2)C(C2=CC(=C(C=C2)OC)OC)=O)C=CC1 (1-(3-hydroxybenzoyl)-6-[4-(3,4-dimethoxybenzoyl)-1-piperazinyl]-3,4-dihydrocarbostyril). The yield is 78.3%. RXN SMILES: C([O:8][C:9]1[CH:10]=[C:11]([CH:43]=[CH:44][CH:45]=1)[C:12]([N:14]1[C:24]2[C:19](=[CH:20][C:21]([N:25]3[CH2:30][CH2:29][N:28]([C:31](=[O:42])[C:32]4[CH:37]=[CH:36][C:35]([O:38][CH3:39])=[C:34]([O:40][CH3:41])[CH:33]=4)[CH2:27][CH2:26]3)=[CH:22][CH:23]=2)[CH2:18][CH2:17][C:15]1=[O:16])=[O:13])C1C=CC=CC=1>C(O)C.CN(C=O)C.[Pd]>[OH:8][C:9]1[CH:10]=[C:11]([CH:43]=[CH:44][CH:45]=1)[C:12]([N:14]1[C:24]2[C:19](=[CH:20][C:21]([N:25]3[CH2:26][CH2:27][N:28]([C:31](=[O:42])[C:32]4[CH:37]=[CH:36][C:35]([O:38][CH3:39])=[C:34]([O:40][CH3:41])[CH:33]=4)[CH2:29][CH2:30]3)=[CH:22][CH:23]=2)[CH2:18][CH2:17][C:15]1=[O:16])=[O:13]. Reported procedure: 1-(3-Benzyloxybenzoyl)-6-[4-(3,4-dimethoxybenzoyl)-1-piperazinyl]-3,4-dihydrocarbostyril (6 g) was dissolved in a mixture of ethanol (100 ml) and DMF (50 ml), and 10% palladium on carbon (1 g) was added thereto. The mixture was hydrogenated at 50° C. After completion of reaction, the catalyst was filtered off and the filtrate was evaporated under reduced pressure. The resultant residue was purified by silica-gel column chromatography (eluent:ethyl acetate:methanol=100:2) to give 1-(3-hydroxybenz... Starting materials: FC=1C=C(C=CC1)C=CC(=O)N[C@@H](CC1=CNC2=CC=CC=C12)C(=O)OC (Methyl Nα-[3-(3-Fluorophenyl)acryloyl]-L-Tryptophanate), [OH-].[Na+] (sodium hydroxide). Solvent: CO (methanol). Yields the product FC=1C=C(C=CC1)C=CC(=O)N[C@@H](CC1=CNC2=CC=CC=C12)C(=O)[O-].[Na+] (Sodium Nα-[3-(3-Fluorophenyl)acryloyl1-L-Tryptophanate). Yield: 86.0%. As a reaction SMILES: [F:1][C:2]1[CH:3]=[C:4]([CH:8]=[CH:9][C:10]([NH:12][C@H:13]([C:24]([O:26]C)=[O:25])[CH2:14][C:15]2[C:23]3[C:18](=[CH:19][CH:20]=[CH:21][CH:22]=3)[NH:17][CH:16]=2)=[O:11])[CH:5]=[CH:6][CH:7]=1.[OH-].[Na+:29]>CO>[F:1][C:2]1[CH:3]=[C:4]([CH:8]=[CH:9][C:10]([NH:12][C@H:13]([C:24]([O-:26])=[O:25])[CH2:14][C:15]2[C:23]3[C:18](=[CH:19][CH:20]=[CH:21][CH:22]=3)[NH:17][CH:16]=2)=[O:11])[CH:5]=[CH:6][CH:7]=1.[Na+:29] |f:1.2,4.5|. Reported procedure: The same procedures as in Example 60 were carried out from the compound obtained in Example 6 (4.2 g), 1 mol/L of an aqueous sodium hydroxide solution (17 mL), and methanol (170 mL), to give the captioned compound (3.7 g, 86%) as an amorphous solid product.